describe an organic reaction: reactants, conditions, products, and yield From a dataset of the Open Reaction Database (ORD), a public repository of structured organic reaction records. The reactants are CCO[Si](OCC)(OCC)c1cccc(OC)c1 (effective_coupling_partner), COc2ccc1cc(OC(=O)N(C)C)ccc1c2 (substrate). Reagents/catalysts: dcype. Reaction conditions: temperature 120 celsius, time 12 hour. Product: COc3cccc(c2ccc1cc(OC)ccc1c2)c3. Starting materials: C, [H][H], [Pd], Cc1cc(C)c(-c2ncccc2[N+](=O)[O-])c(C)c1. Reaction SMILES: [C:21].[H:19][H:20].[Pd:22].[c:1]1([CH3:18])[c:2](-[c:9]2[n:10][cH:11][cH:12][cH:13][c:14]2[N+:15]([O-:16])=[O:17])[c:3]([CH3:8])[cH:4][c:5]([CH3:7])[cH:6]1>>[c:1]1([CH3:18])[c:2](-[c:9]2[n:10][cH:11][cH:12][cH:13][c:14]2[NH2:15])[c:3]([CH3:8])[cH:4][c:5]([CH3:7])[cH:6]1. Yields the product Cc1cc(C)c(-c2ncccc2N)c(C)c1. Reactants: BrCC1=CC(=NO1)C(=O)C1=CC=CC=C1 ((5-bromomethylisoxazol-3-yl)-phenylmethanone), C=1C=CC(=CC1)N2CCNCC2 (phenylpiperazine). Solvent: CCOCC (Et2O), CC(=O)C.CCOCC (acetone Et2O), C(Cl)Cl (CH2Cl2). Reaction conditions: time 72 hour. Yields the product C1(=CC=CC=C1)N1CCN(CC1)CC1=CC(=NO1)C(=O)C1=CC=CC=C1 ([5-[(4-Phenylpiperazin-1-yl)methyl]isoxazol-3-yl]phenylmethanone). Isolated yield 102.9%. As a reaction SMILES: Br[CH2:2][C:3]1[O:7][N:6]=[C:5]([C:8]([C:10]2[CH:15]=[CH:14][CH:13]=[CH:12][CH:11]=2)=[O:9])[CH:4]=1.[CH:16]1[CH:17]=[CH:18][C:19]([N:22]2[CH2:27][CH2:26][NH:25][CH2:24][CH2:23]2)=[CH:20][CH:21]=1>CCOCC.CC(C)=O.CCOCC.C(Cl)Cl>[C:19]1([N:22]2[CH2:27][CH2:26][N:25]([CH2:2][C:3]3[O:7][N:6]=[C:5]([C:8]([C:10]4[CH:15]=[CH:14][CH:13]=[CH:12][CH:11]=4)=[O:9])[CH:4]=3)[CH2:24][CH2:23]2)[CH:20]=[CH:21][CH:16]=[CH:17][CH:18]=1 |f:3.4|. Reported procedure: A solution of 3.5 g of (5-bromomethylisoxazol-3-yl)-phenylmethanone in 100 ml of Et2O was added dropwise to a solution of 8.6 g of phenylpiperazine in 375 ml of 20% acetone/Et2O. The resulting mixture was stirred at room temperature for 72 hours. This mixture was washed with water and brine, and dried over MgSO4. Concentration of the product gave an oil, which was taken up in 500 ml of CH2Cl2 and stirred with 20 g of silica gel overnight. The silica was removed by filtration and washed with 500 ... Starting materials: FC1=CC=C(C=C1)C1C2=C(C=CC=C2)C2(CCN(CC2)C)S1 (3-(4-fluorophenyl)-1,3-dihydro-1'-methylspiro[benzo(c)thiophene-1,4'-piperidine]), ClC(=O)OC1=CC=CC=C1 (phenyl chloroformate). Yields the product FC1=CC=C(C=C1)C1C2=C(C=CC=C2)C2(CCN(CC2)C(=O)OC2=CC=CC=C2)S1 (3-(4-fluorophenyl)-1,3-dihydro-1'-phenoxycarbonylspiro[benzo(c)thiophene-1,4'-piperidine]). Run at time 64 hour. Procedure: A mixture of 3-(4-fluorophenyl)-1,3-dihydro-1'-methylspiro[benzo(c)thiophene-1,4'-piperidine] of Example 27 (3.6 g), 2.1 g of phenyl chloroformate in 100 ml of CH2Cl2 is stirred at room temperature for 64 hours. The solution is washed with 10% aqueous NaOH, water, and dried over MgSO4. Evaporation under reduced pressure affords a crystalline residue, m.p. 198°-200° C. Recrystallization of the crude product from acetone-pentane gives granular crystals, m.p. 200°-201° C. for 3-(4-fluorophenyl)-1,3... Reaction SMILES: [F:1][C:2]1[CH:7]=[CH:6][C:5]([CH:8]2[S:22][C:15]3([CH2:20][CH2:19][N:18](C)[CH2:17][CH2:16]3)[C:10]3[CH:11]=[CH:12][CH:13]=[CH:14][C:9]2=3)=[CH:4][CH:3]=1.Cl[C:24]([O:26][C:27]1[CH:32]=[CH:31][CH:30]=[CH:29][CH:28]=1)=[O:25]>C(Cl)Cl>[F:1][C:2]1[CH:7]=[CH:6][C:5]([CH:8]2[S:22][C:15]3([CH2:16][CH2:17][N:18]([C:24]([O:26][C:27]4[CH:32]=[CH:31][CH:30]=[CH:29][CH:28]=4)=[O:25])[CH2:19][CH2:20]3)[C:10]3[CH:11]=[CH:12][CH:13]=[CH:14][C:9]2=3)=[CH:4][CH:3]=1. The solvent is C(Cl)Cl (CH2Cl2). Reactants: C(#N)C(C)(C)C=1C=C(C(=O)NC2=C(C=CC(=C2)OC2=NC=C(C=C2)[N+](=O)[O-])C)C=CC1 (3-(1-cyano-1-methylethyl)-N-{2-methyl-5-[(5-nitropyridin-2-yl)oxy]phenyl}benzamide), [Cl-].[Ca+2].[Cl-] (calcium chloride), reduced iron, O (water). The solvent is C(C)O (ethanol). Conditions: temperature 80 celsius. Product: NC=1C=CC(=NC1)OC=1C=CC(=C(C1)NC(C1=CC(=CC=C1)C(C)(C)C#N)=O)C (N-{5-[(5-aminopyridin-2-yl)oxy]-2-methylphenyl}-3-(1-cyano-1-methylethyl)benzamide). Isolated yield 99.6%. As a reaction SMILES: [C:1]([C:3]([C:6]1[CH:7]=[C:8]([CH:29]=[CH:30][CH:31]=1)[C:9]([NH:11][C:12]1[CH:17]=[C:16]([O:18][C:19]2[CH:24]=[CH:23][C:22]([N+:25]([O-])=O)=[CH:21][N:20]=2)[CH:15]=[CH:14][C:13]=1[CH3:28])=[O:10])([CH3:5])[CH3:4])#[N:2].[Cl-].[Ca+2].[Cl-].O>C(O)C>[NH2:25][C:22]1[CH:23]=[CH:24][C:19]([O:18][C:16]2[CH:15]=[CH:14][C:13]([CH3:28])=[C:12]([NH:11][C:9](=[O:10])[C:8]3[CH:29]=[CH:30][CH:31]=[C:6]([C:3]([C:1]#[N:2])([CH3:4])[CH3:5])[CH:7]=3)[CH:17]=2)=[N:20][CH:21]=1 |f:1.2.3|. Procedure details: A suspension of 3-(1-cyano-1-methylethyl)-N-{2-methyl-5-[(5-nitropyridin-2-yl)oxy]phenyl}benzamide (2.5 g, 6.0 mmol), calcium chloride (1.75 g, 15 mmol) and reduced iron (4.03 g, 72 mmol) in ethanol (300 mL)/water (30 mL) was stirred with heating at 80° C. for 2 days. After the reaction mixture was cooled to room temperature, the insoluble material was filtered off through a pad filled with celite, and washed with ethanol. The filtrate and washing solution were combined, and concentrated under r... Reactants: C[Si](C)(C)Oc2ccc1ccccc1c2 (substrate), COc1ccc([Zn](C)(C)(C)([Li])[Li])cc1 (effective_coupling_partner). Reagents/catalysts: PCy3. Conditions: temperature 25 celsius, time 12 hour. The product is COc3ccc(c2ccc1ccccc1c2)cc3. Starting materials: C(CCC)C1(C(C(C2=C(S(C1)(=O)=O)C=CC(=C2)N(C)C)C=2C=C(C=CC2)NC(CCCCBr)=O)O)CC (N-[3-(3-butyl-7-dimethylamino-3-ethyl-4-hydroxy-1,1-dioxo-2,3,4,5-tetrahydro-1H-benzo[b]thiepin-5-yl)phenyl]-5-bromopentanamide), NCC1=CC=C(C=C1)N1C(C(C1C1=CC=C(C=C1)OC)CCC(C1=CC=CC=C1)O)=O (1-(4-aminomethylphenyl)-3-(3-hydroxy-3-phenylpropyl)-4-(4-methoxyphenyl)azetidin-2-one). Solvent: CN(C=O)C (dimethylformamide). Reaction conditions: temperature 80 celsius. Yields the product C(CCC)C1(C(C(C2=C(S(C1)(=O)=O)C=CC(=C2)N(C)C)C=2C=C(C=CC2)NC(CCCCNCC2=CC=C(C=C2)N2C(C(C2=O)CCC(C2=CC=CC=C2)O)C2=CC=C(C=C2)OC)=O)O)CC (N-[3-(3-Butyl-7-dimethylamino-3-ethyl-4-hydroxy-1,1-dioxo-2,3,4,5-tetrahydro-1H-benzo[b]thiepin-5-yl)-phenyl]-5-{4-[3-(3-hydroxy-3-phenylpropyl)-2-(4-methoxyphenyl)-4-oxoazetidin-1-yl]benzylamino}pentanamide). RXN SMILES: [CH2:1]([C:5]1([CH2:36][CH3:37])[CH2:11][S:10](=[O:13])(=[O:12])[C:9]2[CH:14]=[CH:15][C:16]([N:18]([CH3:20])[CH3:19])=[CH:17][C:8]=2[CH:7]([C:21]2[CH:22]=[C:23]([NH:27][C:28](=[O:34])[CH2:29][CH2:30][CH2:31][CH2:32]Br)[CH:24]=[CH:25][CH:26]=2)[CH:6]1[OH:35])[CH2:2][CH2:3][CH3:4].[NH2:38][CH2:39][C:40]1[CH:45]=[CH:44][C:43]([N:46]2[CH:49]([C:50]3[CH:55]=[CH:54][C:53]([O:56][CH3:57])=[CH:52][CH:51]=3)[CH:48]([CH2:58][CH2:59][CH:60]([OH:67])[C:61]3[CH:66]=[CH:65][CH:64]=[CH:63][CH:62]=3)[C:47]2=[O:68])=[CH:42][CH:41]=1>CN(C)C=O>[CH2:1]([C:5]1([CH2:36][CH3:37])[CH2:11][S:10](=[O:13])(=[O:12])[C:9]2[CH:14]=[CH:15][C:16]([N:18]([CH3:20])[CH3:19])=[CH:17][C:8]=2[CH:7]([C:21]2[CH:22]=[C:23]([NH:27][C:28](=[O:34])[CH2:29][CH2:30][CH2:31][CH2:32][NH:38][CH2:39][C:40]3[CH:45]=[CH:44][C:43]([N:46]4[C:47](=[O:68])[CH:48]([CH2:58][CH2:59][CH:60]([OH:67])[C:61]5[CH:66]=[CH:65][CH:64]=[CH:63][CH:62]=5)[CH:49]4[C:50]4[CH:51]=[CH:52][C:53]([O:56][CH3:57])=[CH:54][CH:55]=4)=[CH:42][CH:41]=3)[CH:24]=[CH:25][CH:26]=2)[CH:6]1[OH:35])[CH2:2][CH2:3][CH3:4]. Procedure: 100 mg of N-[3-(3-butyl-7-dimethylamino-3-ethyl-4-hydroxy-1,1-dioxo-2,3,4,5-tetrahydro-1H-benzo[b]thiepin-5-yl)phenyl]-5-bromopentanamide and 70 mg of 1-(4-aminomethylphenyl)-3-(3-hydroxy-3-phenylpropyl)-4-(4-methoxyphenyl)azetidin-2-one are dissolved in 5 ml of dimethylformamide and, with stirring, heated at 80° C. for about 2 to 3 hours. After the reaction has ended (monitored by thin-layer chromatogram or HPLC-MS), the solvent is removed under reduced pressure and the residue is purified by c...